This data is from the Open Reaction Database (ORD), a public repository of structured organic reaction records. The task is: describe an organic reaction: reactants, conditions, products, and yield Reactants: CC(=O)OC(C)=O, ClCCl, COc1ccc2cc(N)cc(C)c2n1. The product is COc1ccc2cc(NC(C)=O)cc(C)c2n1. RXN SMILES: [CH3:1][C:2](=[O:3])[O:4][C:5](=[O:6])[CH3:7].[Cl:22][CH2:23][Cl:24].[NH2:8][c:9]1[cH:10][c:11]2[cH:12][cH:13][c:14]([O:20][CH3:21])[n:15][c:16]2[c:17]([CH3:19])[cH:18]1>>[CH3:1][C:2](=[O:3])[NH:8][c:9]1[cH:10][c:11]2[cH:12][cH:13][c:14]([O:20][CH3:21])[n:15][c:16]2[c:17]([CH3:19])[cH:18]1. Starting materials: C([O-])([O-])=O.[Cs+].[Cs+] (cesium carbonate), C(C)(C)I (isopropyl iodide), CN(C=O)C (dimethylformamide), O[C@H]1[C@@H]([C@@H]2[C@@H](S[C@H](CC2)CCCC(=O)O)C1)\C=C\[C@H](COC1=CC=CC=C1)O (4-{(2S,4aR,5R,6R,7aS)-6-hydroxy-5-[(1E,3R)-3-hydroxy-4-phenoxy-1-buten-1-yl]octahydrocyclopenta[b]thiopyran-2-yl}butanoic acid). Solvent: C(C)(=O)OCC (ethyl acetate). Reaction conditions: temperature 50 celsius, time 90 minute. Yields the product O[C@H]1[C@@H]([C@@H]2[C@@H](S[C@H](CC2)CCCC(=O)OC(C)C)C1)CC[C@H](COC1=CC=CC=C1)O (2-propanyl 4-{(2S,4aR,5R,6R,7aS)-6-hydroxy-5-[(3R)-3-hydroxy-4-phenoxybutyl]octahydrocyclopenta[b]thiopyran-2-yl}butanoate). Reaction SMILES: C(=O)([O-])[O-].[Cs+].[Cs+].[CH:7](I)([CH3:9])[CH3:8].CN(C)C=O.[OH:16][C@@H:17]1[CH2:31][C@@H:20]2[S:21][C@@H:22]([CH2:25][CH2:26][CH2:27][C:28]([OH:30])=[O:29])[CH2:23][CH2:24][C@@H:19]2[C@H:18]1/[CH:32]=[CH:33]/[C@@H:34]([OH:43])[CH2:35][O:36][C:37]1[CH:42]=[CH:41][CH:40]=[CH:39][CH:38]=1>C(OCC)(=O)C>[OH:16][C@@H:17]1[CH2:31][C@@H:20]2[S:21][C@@H:22]([CH2:25][CH2:26][CH2:27][C:28]([O:30][CH:7]([CH3:9])[CH3:8])=[O:29])[CH2:23][CH2:24][C@@H:19]2[C@H:18]1[CH2:32][CH2:33][C@@H:34]([OH:43])[CH2:35][O:36][C:37]1[CH:42]=[CH:41][CH:40]=[CH:39][CH:38]=1 |f:0.1.2|. Procedure details: Under the argon atmosphere, cesium carbonate (68 mg) and isopropyl iodide (0.016 mL) were added to a dimethylformamide (0.4 mL) solution of the compound 15 (20) (42.8 mg), and the mixture was stirred at 50° C. for 90 minutes. This was cooled to room temperature, ethyl acetate was then added, and the mixture was washed with water two times, and then with a saturated saline once. The mixture was dried with anhydrous magnesium sulfate, and then concentrated. The resulting residue was purified by si... The reactants are COc1cc2c(NCc3sc(C)nc3C)c([N+](=O)[O-])cnc2cc1-c1c(C)noc1C, CCO, Cl, [Na+], [OH-], O, O, O, Cl[Sn]Cl. Reaction SMILES: [CH3:1][c:2]1[n:3][o:4][c:5]([CH3:31])[c:6]1-[c:7]1[c:8]([O:29][CH3:30])[cH:9][c:10]2[c:11]([NH:20][CH2:21][c:22]3[c:23]([CH3:28])[n:24][c:25]([CH3:27])[s:26]3)[c:12]([N+:17]([O-:18])=[O:19])[cH:13][n:14][c:15]2[cH:16]1.[CH3:40][CH2:41][OH:42].[ClH:32].[Na+:39].[OH-:38].[OH2:33].[OH2:34].[OH2:43].[Sn:35]([Cl:36])[Cl:37]>>[CH3:1][c:2]1[n:3][o:4][c:5]([CH3:31])[c:6]1-[c:7]1[c:8]([O:29][CH3:30])[cH:9][c:10]2[c:11]([NH:20][CH2:21][c:22]3[c:23]([CH3:28])[n:24][c:25]([CH3:27])[s:26]3)[c:12]([NH2:17])[cH:13][n:14][c:15]2[cH:16]1. The product is COc1cc2c(NCc3sc(C)nc3C)c(N)cnc2cc1-c1c(C)noc1C. Reactants: COC(=O)c1cccc(NC(=O)NC2N=C(c3ccccc3F)c3ccccc3N(CC(=O)N3CC4CCC(CC4)C3)C2=O)c1, [Na+], C1CCOC1, [OH-]. Yields the product O=C(Nc1cccc(C(=O)O)c1)NC1N=C(c2ccccc2F)c2ccccc2N(CC(=O)N2CC3CCC(CC3)C2)C1=O. Reaction SMILES: [CH:1]12[CH2:2][N:3]([C:10](=[O:11])[CH2:12][N:13]3[C:14](=[O:45])[CH:15]([NH:31][C:32](=[O:33])[NH:34][c:35]4[cH:36][c:37]([C:41](=[O:42])[O:43][CH3:44])[cH:38][cH:39][cH:40]4)[N:16]=[C:17]([c:24]4[c:25]([F:30])[cH:26][cH:27][cH:28][cH:29]4)[c:18]4[c:19]3[cH:20][cH:21][cH:22][cH:23]4)[CH2:4][CH:5]([CH2:6][CH2:7]1)[CH2:8][CH2:9]2.[Na+:47].[O:48]1[CH2:49][CH2:50][CH2:51][CH2:52]1.[OH-:46]>>[CH:1]12[CH2:2][N:3]([C:10](=[O:11])[CH2:12][N:13]3[C:14](=[O:45])[CH:15]([NH:31][C:32](=[O:33])[NH:34][c:35]4[cH:36][c:37]([C:41](=[O:42])[OH:43])[cH:38][cH:39][cH:40]4)[N:16]=[C:17]([c:24]4[c:25]([F:30])[cH:26][cH:27][cH:28][cH:29]4)[c:18]4[c:19]3[cH:20][cH:21][cH:22][cH:23]4)[CH2:4][CH:5]([CH2:6][CH2:7]1)[CH2:8][CH2:9]2. Reactants: CCO, CC1=CCC2C(C1)C2(C)C, CC1=CC2C(CC1=NO)C2(C)C, O=NCl, [Na+], [Na+], [Na+], O=C([O-])[O-], O=S([O-])O. Yields the product CC1=CC2C(CC1=O)C2(C)C. As a reaction SMILES: [CH3:37][CH2:38][OH:39].[CH:1]12[CH2:2][C:3]([CH3:10])=[CH:4][CH2:5][CH:6]1[C:7]2([CH3:8])[CH3:9].[CH:20]12[C:21]([CH3:22])([CH3:23])[CH:24]1[CH2:25][C:26](=[N:27][OH:28])[C:29]([CH3:30])=[CH:31]2.[N:11](=[O:12])[Cl:13].[Na+:14].[Na+:15].[Na+:36].[O-:16][C:17](=[O:18])[O-:19].[S:32](=[O:33])([OH:34])[O-:35]>>[CH:1]12[CH:2]=[C:3]([CH3:10])[C:4](=[O:12])[CH2:5][CH:6]1[C:7]2([CH3:8])[CH3:9]. Starting materials: CNC=1C=C(C=CC1)C=1C2=C(N=CN1)NC=C2C(=O)OCC (ethyl 4-(3-(methylamino)phenyl)-7H-pyrrolo[2,3-d]pyrimidine-5-carboxylate), C(C=C)(=O)Cl (acryloyl chloride), C([O-])([O-])=O.[Na+].[Na+] (sodium carbonate). Run in C1CCOC1 (THF). Run at time 30 minute. Product: CN(C(C=C)=O)C=1C=C(C=CC1)C=1C2=C(N=CN1)NC=C2C(=O)OCC (ethyl 4-(3-(N-methylacrylamido)phenyl)-7H-pyrrolo[2,3-d]pyrimidine-5-carboxylate). As a reaction SMILES: [CH3:1][NH:2][C:3]1[CH:4]=[C:5]([C:9]2[C:10]3[C:17]([C:18]([O:20][CH2:21][CH3:22])=[O:19])=[CH:16][NH:15][C:11]=3[N:12]=[CH:13][N:14]=2)[CH:6]=[CH:7][CH:8]=1.[C:23](Cl)(=[O:26])[CH:24]=[CH2:25].C(=O)([O-])[O-].[Na+].[Na+]>C1COCC1>[CH3:1][N:2]([C:3]1[CH:4]=[C:5]([C:9]2[C:10]3[C:17]([C:18]([O:20][CH2:21][CH3:22])=[O:19])=[CH:16][NH:15][C:11]=3[N:12]=[CH:13][N:14]=2)[CH:6]=[CH:7][CH:8]=1)[C:23](=[O:26])[CH:24]=[CH2:25] |f:2.3.4|. Procedure details: To a solution of ethyl 4-(3-(methylamino)phenyl)-7H-pyrrolo[2,3-d]pyrimidine-5-carboxylate (96 mg, 0.32 mmol) in THF (3.0 mL) at room temperature was added acryloyl chloride (40 μL, 0.49 mmol), and the solution was allowed to stir at room temperature for 30 minutes. Saturated aqueous sodium carbonate (5 mL) was added and the mixture was extracted with ethyl acetate (×3). The combined organic layers were washed with water (10 mL), dried over sodium sulfate, filtered and concentrated under reduced... Reactants: C(C)N1C2=C(N(C(C3=C1N=CC(=C3)CCOC3=C(C=C(C=C3)NC(OC(C)(C)C)=O)C)=O)C)C=CC=N2 (1,1-dimethylethyl N-{4-[2-(11-ethyl-6,11-dihydro-5-methyl-6-oxo-5H-dipyrido[3,2-b:2′,3′-e][1,4]diazepin-8-yl)ethoxy]-3-methylphenyl}carbamate), Cl (HCl), O1CCOCC1 (1,4-dioxane). Run at temperature 25 celsius, time 2 hour. The product is C(C)N1C2=C(N(C(C3=C1N=CC(=C3)CCOC3=C(C=C(C=C3)N)C)=O)C)C=CC=N2 (11-Ethyl-5,11-dihydro-8-[2-(4-amino-2-methylphenoxy)ethyl]-5-methyl-6H-dipyrido[3,2-b:2′,3′-e][1,4]diazepin-6-one). Isolated yield 92.2%. Reaction SMILES: [CH2:1]([N:3]1[C:9]2[N:10]=[CH:11][C:12]([CH2:14][CH2:15][O:16][C:17]3[CH:22]=[CH:21][C:20]([NH:23]C(=O)OC(C)(C)C)=[CH:19][C:18]=3[CH3:31])=[CH:13][C:8]=2[C:7](=[O:32])[N:6]([CH3:33])[C:5]2[CH:34]=[CH:35][CH:36]=[N:37][C:4]1=2)[CH3:2].Cl.O1CCOCC1>>[CH2:1]([N:3]1[C:9]2[N:10]=[CH:11][C:12]([CH2:14][CH2:15][O:16][C:17]3[CH:22]=[CH:21][C:20]([NH2:23])=[CH:19][C:18]=3[CH3:31])=[CH:13][C:8]=2[C:7](=[O:32])[N:6]([CH3:33])[C:5]2[CH:34]=[CH:35][CH:36]=[N:37][C:4]1=2)[CH3:2]. Procedure: A mixture of 1,1-dimethylethyl N-{4-[2-(11-ethyl-6,11-dihydro-5-methyl-6-oxo-5H-dipyrido[3,2-b:2′,3′-e][1,4]diazepin-8-yl)ethoxy]-3-methylphenyl}carbamate (540 mg, 1.07 mmol) and 4 N HCl in 1,4-dioxane (5.0 mL, 20 mmol) was stirred at 25° C. for 2 h. The reaction mixture was concentrated under reduced pressure. The residue was taken in water (6 mL) and the resulting solution was washed with EtOAc. The aqueous layer was rendered basic (pH 9) with aqueous 2 N NaOH solution and the mixture was extr...